Dataset: the Open Reaction Database (ORD), a public repository of structured organic reaction records. Task: describe an organic reaction: reactants, conditions, products, and yield The reactants are O=C([O-])[O-], CC(C)(C)OC(=O)N1CCCC(OS(C)(=O)=O)C1, CN(C)C=O, [K+], [K+], O=c1[nH]ccc2cc(O)ccc12. Product: CC(C)(C)OC(=O)N1CCCC(Oc2ccc3c(=O)[nH]ccc3c2)C1. RXN SMILES: [C:13](=[O:14])([O-:15])[O-:16].[C:19]([CH3:20])([CH3:21])([CH3:22])[O:23][C:24](=[O:25])[N:26]1[CH2:27][CH:28]([O:32][S:33]([CH3:34])(=[O:35])=[O:36])[CH2:29][CH2:30][CH2:31]1.[CH3:37][N:38]([CH3:39])[CH:40]=[O:41].[K+:17].[K+:18].[OH:1][c:2]1[cH:3][c:4]2[cH:5][cH:6][nH:7][c:8](=[O:12])[c:9]2[cH:10][cH:11]1>>[O:1]([c:2]1[cH:3][c:4]2[cH:5][cH:6][nH:7][c:8](=[O:12])[c:9]2[cH:10][cH:11]1)[CH:28]1[CH2:27][N:26]([C:24]([O:23][C:19]([CH3:20])([CH3:21])[CH3:22])=[O:25])[CH2:31][CH2:30][CH2:29]1. Starting materials: CCCNCCC, CC(Cl)(Cl)Cl, ClCCl, O=C(O)c1csc2ccc([N+](=O)[O-])cc12, CN(C)C=O, O=S(Cl)Cl. The product is CCCN(CCC)C(=O)c1csc2ccc([N+](=O)[O-])cc12. As a reaction SMILES: [CH2:25]([CH2:26][CH3:27])[NH:28][CH2:29][CH2:30][CH3:31].[CH3:32][C:33]([Cl:34])([Cl:35])[Cl:36].[Cl:37][CH2:38][Cl:39].[N+:1](=[O:2])([O-:3])[c:4]1[cH:5][cH:6][c:7]2[c:8]([c:9]([C:12](=[O:13])[OH:14])[cH:10][s:11]2)[cH:15]1.[O:20]=[CH:21][N:22]([CH3:23])[CH3:24].[S:16]([Cl:17])([Cl:18])=[O:19]>>[N+:1](=[O:2])([O-:3])[c:4]1[cH:5][cH:6][c:7]2[c:8]([c:9]([C:12](=[O:14])[N:28]([CH2:25][CH2:26][CH3:27])[CH2:29][CH2:30][CH3:31])[cH:10][s:11]2)[cH:15]1. Starting materials: [Br-], COC(=O)COc1c(C(C)(C)C)cc(C(C)=O)cc1C(C)(C)C, CCOC(C)=O. Yields the product COC(=O)COc1c(C(C)(C)C)cc(C(=O)CBr)cc1C(C)(C)C. Reaction SMILES: [Br-:24].[C:1]([CH3:2])(=[O:3])[c:4]1[cH:5][c:6]([C:20]([CH3:21])([CH3:22])[CH3:23])[c:7]([O:8][CH2:9][C:10](=[O:11])[O:12][CH3:13])[c:14]([C:16]([CH3:17])([CH3:18])[CH3:19])[cH:15]1.[CH3:25][CH2:26][O:27][C:28](=[O:29])[CH3:30]>>[C:1]([CH2:2][Br:24])(=[O:3])[c:4]1[cH:5][c:6]([C:20]([CH3:21])([CH3:22])[CH3:23])[c:7]([O:8][CH2:9][C:10](=[O:11])[O:12][CH3:13])[c:14]([C:16]([CH3:17])([CH3:18])[CH3:19])[cH:15]1. Reactants: C1COCCOCCOCCOCCOCCO1 (18-crown-6), N1=CC=CC2=CC=CC=C12 (quinoline), [F-].[K+] (KF), C1(CCCCC1)C=O (cyclohexanecarbaldehyde), FC(S(=O)(=O)OC1=C(C=CC=C1)[Si](C)(C)C)(F)F (2-(trimethylsilyl)phenyl trifluoromethanesulfonate), Pet. ether EtOAc. Run in C1CCOC1 (THF). The product is C1(CCCCC1)C1C2=C(N3C(C=CC4=CC=CC=C34)O1)C=CC=C2 (5-cyclohexyl-5H,6aH-benzo[4,5][1,3]oxazino[3,2-a]quinoline). The yield is 89.0%. RXN SMILES: [N:1]1[C:10]2[C:5](=[CH:6][CH:7]=[CH:8][CH:9]=2)[CH:4]=[CH:3][CH:2]=1.[CH:11]1([CH:17]=[O:18])[CH2:16][CH2:15][CH2:14][CH2:13][CH2:12]1.FC(F)(F)S(O[C:25]1[CH:30]=[CH:29][CH:28]=[CH:27][C:26]=1[Si](C)(C)C)(=O)=O.[F-].[K+].C1OCCOCCOCCOCCOCCOC1>C1COCC1>[CH:11]1([CH:17]2[O:18][CH:2]3[CH:3]=[CH:4][C:5]4[C:10]([N:1]3[C:26]3[CH:27]=[CH:28][CH:29]=[CH:30][C:25]2=3)=[CH:9][CH:8]=[CH:7][CH:6]=4)[CH2:16][CH2:15][CH2:14][CH2:13][CH2:12]1 |f:3.4|. Procedure details: Following the general procedure, treatment of quinoline (0.064 g, 59 μL, 0.50 mmol) and cyclohexanecarbaldehyde (0.084 g, 91 μL, 0.75 mmol) with 2-(trimethylsilyl)phenyl trifluoromethanesulfonate (0.179 g, 146 μL, 0.60 mmol) in the presence of KF (0.070 g, 1.2 mmol) and 18-crown-6 (0.317 g, 1.2 mmol) in THF (2.0 mL) at −10° C. to room temperature for 12 hrs followed by flash column chromatography (Pet. ether/EtOAc=75/25) of the crude reaction mixture afforded 5-cyclohexyl-5H,6aH-benzo[4,5][1,3]o... Reactants: O (water), BrCCC (1-bromopropane), CC(C)([O-])C.[K+] (potassium tert-butoxide), BrC=1C(=C2CC[C@@H](N(C2=CC1)C(=O)OC)C)O ((S)-methyl 6-bromo-5-hydroxy-2-methyl-3,4-dihydroquinoline-1(2H)-carboxylate), BrCCC (1-bromopropane), CC(C)([O-])C.[K+] (potassium tert-butoxide). The solvent is CN(C)C=O (DMF). Conditions: temperature 100 celsius, time 24 hour. Yields the product BrC=1C(=C2CC[C@@H](N(C2=CC1)C(=O)OC)C)OCCC ((S)-methyl 6-bromo-2-methyl-5-propoxy-3,4-dihydroquinoline-1 (2H)-carboxylate). Isolated yield 95.8%. Reaction SMILES: [Br:1][C:2]1[C:3]([OH:17])=[C:4]2[C:9](=[CH:10][CH:11]=1)[N:8]([C:12]([O:14][CH3:15])=[O:13])[C@@H:7]([CH3:16])[CH2:6][CH2:5]2.Br[CH2:19][CH2:20][CH3:21].CC(C)([O-])C.[K+].O>CN(C=O)C>[Br:1][C:2]1[C:3]([O:17][CH2:19][CH2:20][CH3:21])=[C:4]2[C:9](=[CH:10][CH:11]=1)[N:8]([C:12]([O:14][CH3:15])=[O:13])[C@@H:7]([CH3:16])[CH2:6][CH2:5]2 |f:2.3|. Procedure details: A mixture of (S)-methyl 6-bromo-5-hydroxy-2-methyl-3,4-dihydroquinoline-1(2H)-carboxylate (0.110 g, 0.366 mmol), 1-bromopropane (0.166 mL, 1.832 mmol), and potassium tert-butoxide (0.103 g, 0.916 mmol) in DMF (3.0 mL) was heated in a sealed tube at 100° C. After 24 h, additional 1-bromopropane (0.166 mL, 1.832 mmol) and potassium tert-butoxide (0.103 g, 0.916 mmol) were added and the mixture was heated in a sealed tube at 100° C. for 24 h. The reaction mixture was cooled to rt and water was adde...